This data is from the Open Reaction Database (ORD), a public repository of structured organic reaction records. The task is: describe an organic reaction: reactants, conditions, products, and yield Reactants: CN(C)C=O, COc1ccc(C=O)cc1, NNC(=O)COc1ccc(C2=NNC(=O)CC2)cc1Cl. Product: COc1ccc(C=NNC(=O)COc2ccc(C3=NNC(=O)CC3)cc2Cl)cc1. RXN SMILES: [CH3:31][N:32]([CH3:33])[CH:34]=[O:35].[CH:21]([c:22]1[cH:23][cH:24][c:25]([O:28][CH3:29])[cH:26][cH:27]1)=[O:30].[Cl:1][c:2]1[cH:3][c:4]([C:14]2=[N:19][NH:18][C:17](=[O:20])[CH2:16][CH2:15]2)[cH:5][cH:6][c:7]1[O:8][CH2:9][C:10](=[O:11])[NH:12][NH2:13]>>[Cl:1][c:2]1[cH:3][c:4]([C:14]2=[N:19][NH:18][C:17](=[O:20])[CH2:16][CH2:15]2)[cH:5][cH:6][c:7]1[O:8][CH2:9][C:10](=[O:11])[NH:12][N:13]=[CH:21][c:22]1[cH:23][cH:24][c:25]([O:28][CH3:29])[cH:26][cH:27]1. The reactants are C(C)OC(=O)N1CCN(CC1)C([C@H](CCC(=O)OC(C)(C)C)NC(=O)C1=NN(C(=C1)O)C1=CC=CC=C1)=O (4-{(S)-4-tert-butoxycarbonyl-2-[(5-hydroxy-1-phenyl-1H-pyrazole-3-carbonyl)-amino]-butyryl}-piperazine-1-carboxylic acid ethyl ester), BrCC(=O)OCC1=CC=CC=C1 (benzyl bromoacetate), C([O-])([O-])=O.[Cs+].[Cs+] (cesium carbonate). The solvent is CN(C)C=O (DMF), C(C)(=O)OCC (ethyl acetate). Conditions: time 12 hour. Yields the product C(C)OC(=O)N1CCN(CC1)C([C@H](CCC(=O)OC(C)(C)C)NC(=O)C1=NN(C(=C1)OCC(=O)OCC1=CC=CC=C1)C1=CC=CC=C1)=O (4-{(S)-2-[(5-Benzyloxycarbonylmethoxy-1-phenyl-1H-pyrazole-3-carbonyl)-amino]-4-tert-butoxycarbonyl-butyryl}-piperazine-1-carboxylic acid ethyl ester). Reaction SMILES: [CH2:1]([O:3][C:4]([N:6]1[CH2:11][CH2:10][N:9]([C:12](=[O:38])[C@@H:13]([NH:23][C:24]([C:26]2[CH:30]=[C:29]([OH:31])[N:28]([C:32]3[CH:37]=[CH:36][CH:35]=[CH:34][CH:33]=3)[N:27]=2)=[O:25])[CH2:14][CH2:15][C:16]([O:18][C:19]([CH3:22])([CH3:21])[CH3:20])=[O:17])[CH2:8][CH2:7]1)=[O:5])[CH3:2].Br[CH2:40][C:41]([O:43][CH2:44][C:45]1[CH:50]=[CH:49][CH:48]=[CH:47][CH:46]=1)=[O:42].C(=O)([O-])[O-].[Cs+].[Cs+]>CN(C=O)C.C(OCC)(=O)C>[CH2:1]([O:3][C:4]([N:6]1[CH2:11][CH2:10][N:9]([C:12](=[O:38])[C@@H:13]([NH:23][C:24]([C:26]2[CH:30]=[C:29]([O:31][CH2:40][C:41]([O:43][CH2:44][C:45]3[CH:50]=[CH:49][CH:48]=[CH:47][CH:46]=3)=[O:42])[N:28]([C:32]3[CH:37]=[CH:36][CH:35]=[CH:34][CH:33]=3)[N:27]=2)=[O:25])[CH2:14][CH2:15][C:16]([O:18][C:19]([CH3:22])([CH3:21])[CH3:20])=[O:17])[CH2:8][CH2:7]1)=[O:5])[CH3:2] |f:2.3.4|. Procedure details: To a solution of 14.5 g 4-{(S)-4-tert-butoxycarbonyl-2-[(5-hydroxy-1-phenyl-1H-pyrazole-3-carbonyl)-amino]-butyryl}-piperazine-1-carboxylic acid ethyl ester in 110 ml DMF were added 4.5 ml benzyl bromoacetate and 17.8 g cesium carbonate. After stirring at RT for 12 h the solution was reduced to a volume of 50 ml, diluted with 400 ml ethyl acetate and extracted with aqueous LiCl (4% w/w). The crude product obtained after evaporation of the solvent was purified by flash chromatography on silica el... Starting materials: O=C(O)c1cccnc1Cl, Nc1ccc2ncccc2c1. Yields the product O=C(O)c1cccnc1Nc1ccc2ncccc2c1. RXN SMILES: [Cl:1][c:2]1[c:3]([C:4](=[O:5])[OH:6])[cH:7][cH:8][cH:9][n:10]1.[NH2:11][c:12]1[cH:13][c:14]2[cH:15][cH:16][cH:17][n:18][c:19]2[cH:20][cH:21]1>>[c:2]1([NH:11][c:12]2[cH:13][c:14]3[cH:15][cH:16][cH:17][n:18][c:19]3[cH:20][cH:21]2)[c:3]([C:4](=[O:5])[OH:6])[cH:7][cH:8][cH:9][n:10]1. Starting materials: ClC1=C(C=CC=2C(C(OC21)(C(=O)OCC)C(=O)OCC)O)OC (Diethyl 7-chloro-2,3-dihydro-3-hydroxy-6-methoxybenzofuran-2,2-dicarboxylate), [H][H] (hydrogen). Reagents/catalysts: [Pd] (palladium on carbon), S(O)(O)(=O)=O (sulfuric acid). Run in C(C)(=O)O (acetic acid). The product is ClC1=C(C=CC=2CC(OC21)(C(=O)OCC)C(=O)OCC)OC (diethyl 7-chloro-2,3-dihydro-6-methoxybenzofuran-2,2-dicarboxylate). The yield is 82.5%. RXN SMILES: [Cl:1][C:2]1[C:10]2[O:9][C:8]([C:16]([O:18][CH2:19][CH3:20])=[O:17])([C:11]([O:13][CH2:14][CH3:15])=[O:12])[CH:7](O)[C:6]=2[CH:5]=[CH:4][C:3]=1[O:22][CH3:23].[H][H]>S(=O)(=O)(O)O.[Pd].C(O)(=O)C>[Cl:1][C:2]1[C:10]2[O:9][C:8]([C:11]([O:13][CH2:14][CH3:15])=[O:12])([C:16]([O:18][CH2:19][CH3:20])=[O:17])[CH2:7][C:6]=2[CH:5]=[CH:4][C:3]=1[O:22][CH3:23]. Reported procedure: A solution of (15h) (2.67 g., 0.008 mol) and 3 drops of concentrated sulfuric acid in 100 ml. of glacial acetic acid was treated with 0.3 g. of 20% palladium on carbon in a Parr apparatus under 3 atmospheres of hydrogen for 2 hours at room temperature. The solvent was evaporated under reduced pressure and the residue was dissolved in chloroform. This solution was washed with aqueous sodium bicarbonate and brine solutions, dried over anhydrous sodium sulfate, and evaporated. There resulted an 82.... The reactants are [OH-].[Na+] (sodium hydroxide), [N+](=O)([O-])C=CC1=CC(=C(C=C1)OCCCCCCCCCCCC)OC (1-Nitro-2-(4-dodecyloxy-3-methoxyphenyl)ethene), O (water), [H-].[H-].[H-].[H-].[Li+].[Al+3] (LAH), [H-].[H-].[H-].[H-].[Li+].[Al+3] (LAH), O (water). Run in C1CCOC1 (THF). Conditions: time 2 hour. The product is NCCC1=CC(=C(C=C1)OCCCCCCCCCCCC)OC (1-Amino-2-(4-dodecyloxy-3-methoxyphenyl)ethane). RXN SMILES: [N+:1]([CH:4]=[CH:5][C:6]1[CH:11]=[CH:10][C:9]([O:12][CH2:13][CH2:14][CH2:15][CH2:16][CH2:17][CH2:18][CH2:19][CH2:20][CH2:21][CH2:22][CH2:23][CH3:24])=[C:8]([O:25][CH3:26])[CH:7]=1)([O-])=O.[H-].[H-].[H-].[H-].[Li+].[Al+3].O.[OH-].[Na+]>C1COCC1>[NH2:1][CH2:4][CH2:5][C:6]1[CH:11]=[CH:10][C:9]([O:12][CH2:13][CH2:14][CH2:15][CH2:16][CH2:17][CH2:18][CH2:19][CH2:20][CH2:21][CH2:22][CH2:23][CH3:24])=[C:8]([O:25][CH3:26])[CH:7]=1 |f:1.2.3.4.5.6,8.9|. Procedure: 1-Nitro-2-(4-dodecyloxy-3-methoxyphenyl)ethene (5.7 g; 16 mmol) is suspended in THF ((100 ml) under a protective gas atmosphere. LAH solution (1M in THF; 56 ml, 56 mmol) is then slowly added dropwise. When the addition is complete, heating at reflux is carried out for 2 hours and stirring is then carried out for a further 16 hours at 25° C. Excess LAH is then decomposed with water (8 ml), 15% sodium hydroxide solution (8 ml) and again with water (24 ml). The suspension is stirred for a further 3... Reactants: concentrated aqueous solution, C(CCCCCCC)(=O)Cl (octanoyl chloride), C(CCCCCCC)(=O)Cl (octanoyl chloride), [S-2].[Na+].[Na+] (sodium sulfide), [S-2].[Na+].[Na+] (sodium sulfide), C(CCCCCCC)(=O)Cl (octanoyl chloride). The reagents and catalysts are [Cl-].C[N+](CCCCCCCC)(CCCCCCCC)CCCCCCCC (methyltrioctylammonium chloride). Run in O (water). Conditions: time 3 minute. Yields the product [S-2].[Na+].[Na+] (sodium sulfide), C(CCCCCCC)(=S)[O-].[Na+] (sodium thiooctanoate), [Cl-].[Na+] (sodium chloride). RXN SMILES: [S-2:1].[Na+:2].[Na+].[C:4]([Cl:13])(=[O:12])[CH2:5][CH2:6][CH2:7][CH2:8][CH2:9][CH2:10][CH3:11]>O.[Cl-].C[N+](CCCCCCCC)(CCCCCCCC)CCCCCCCC>[S-2:1].[Na+:2].[Na+:2].[C:4]([O-:12])(=[S:1])[CH2:5][CH2:6][CH2:7][CH2:8][CH2:9][CH2:10][CH3:11].[Na+:2].[Cl-:13].[Na+:2] |f:0.1.2,5.6,7.8.9,10.11,12.13|. Procedure details: A 16 weight percent aqueous solution of sodium sulfide was prepared by dissolving sodium sulfide (101 grams, 1.29 moles) in the form of hydrated flakes (168 grams, 60%) into 463 grams of water in a 5-liter round-bottomed flask. A dropping funnel was charged with octanoyl chloride (210.5 grams, 1.294 moles). The temperature of the sodium sulfide solution in the 5-liter flask measured 23° C. The addition of the octanoyl chloride to the 5-liter flask was begun with stirring of the contents of the 5...